From a dataset of the Open Reaction Database (ORD), a public repository of structured organic reaction records. describe an organic reaction: reactants, conditions, products, and yield Reactants: BrC1=CC2=C(C=3N=C(SC3CCO2)C=2N(N=CN2)CC(F)(F)F)C=C1 (8-Bromo-2-[2-(2,2,2-trifluoro-ethyl)-2H-[1,2,4]triazol-3-yl]-4,5-dihydro-6-oxa-3-thia-1-aza-benzo[e]azulene), C(=O)(O)C=1C=C(C=CC1)B(O)O (3-carboxyphenylboronic acid). The product is FC(CN1N=CN=C1C=1SC=2CCOC3=C(C2N1)C=CC(=C3)C=3C=C(C(=O)O)C=CC3)(F)F (3-{2-[2-(2,2,2-Trifluoro-ethyl)-2H-[1,2,4]triazol-3-yl]-4,5-dihydro-6-oxa-3-thia-1-aza-benzo[e]azulen-8-yl}-benzoic acid). As a reaction SMILES: Br[C:2]1[CH:25]=[CH:24][C:5]2[C:6]3[N:7]=[C:8]([C:14]4[N:15]([CH2:19][C:20]([F:23])([F:22])[F:21])[N:16]=[CH:17][N:18]=4)[S:9][C:10]=3[CH2:11][CH2:12][O:13][C:4]=2[CH:3]=1.[C:26]([C:29]1[CH:30]=[C:31](B(O)O)[CH:32]=[CH:33][CH:34]=1)([OH:28])=[O:27]>>[F:21][C:20]([F:23])([F:22])[CH2:19][N:15]1[C:14]([C:8]2[S:9][C:10]3[CH2:11][CH2:12][O:13][C:4]4[CH:3]=[C:2]([C:33]5[CH:34]=[C:29]([CH:30]=[CH:31][CH:32]=5)[C:26]([OH:28])=[O:27])[CH:25]=[CH:24][C:5]=4[C:6]=3[N:7]=2)=[N:18][CH:17]=[N:16]1. Procedure: Following the procedure for 114, 8-Bromo-2-[2-(2,2,2-trifluoro-ethyl)-2H-[1,2,4]triazol-3-yl]-4,5-dihydro-6-oxa-3-thia-1-aza-benzo[e]azulene was reacted with 3-carboxyphenylboronic acid to give 149. MS(ESI+) 473.0. 1H NMR (400 MHz, DMSO) δ 13.05 (br, 1H), 8.42 (d, J=8.3, 1H), 8.30 (s, 1H), 8.24 (s, 1H), 8.00 (d, J=7.8, 1H), 7.96 (d, J=7.8, 1H), 7.65-7.54 (m, 2H), 7.42 (d, J=1.6, 1H), 5.88 (q, J=8.6, 2H), 4.45 (t, J=4.9, 2H), 3.51 (t, J=4.9, 2H) Starting materials: O=CC1=CC(OC)=C(O)C=C1 (Vanillin), BrCC(=O)OC (methyl bromoacetate), C(=O)([O-])[O-].[K+].[K+] (K2CO3). Run in CN(C)C=O (DMF). Product: COC=1C=C(C=O)C=CC1OCC(=O)OC (3-Methoxy-4-(2-methoxy-2-oxo-ethoxy) benzaldehyde). Yield: 77.0%. As a reaction SMILES: [O:1]=[CH:2][C:3]1[CH:11]=[CH:10][C:8]([OH:9])=[C:5]([O:6][CH3:7])[CH:4]=1.Br[CH2:13][C:14]([O:16][CH3:17])=[O:15].C([O-])([O-])=O.[K+].[K+]>CN(C=O)C>[CH3:7][O:6][C:5]1[CH:4]=[C:3]([CH:11]=[CH:10][C:8]=1[O:9][CH2:13][C:14]([O:16][CH3:17])=[O:15])[CH:2]=[O:1] |f:2.3.4|. Procedure details: Vanillin was alkylated with methyl bromoacetate in DMF in the presence of K2CO3 in the usual way to give a colorless solid (77%). mp 91°-93 ° C. IR(KBr) cm-1 1760, 1682. 1H NMR(300 MHz, CDCl3): 9.86 (s, 1H), 7.44-7.40 (m, 2H), 6.86 (d, 1H, J=8 Hz), 4.79 (s, 2H), 3.95 (s, 3H), 3.80 (s, 3H). Anal. Calc'd for C11H12O5 : C, 58.92; H, 5.41; Found: C, 59.02; H, 5.26. Reactants: C(=O)[C@@]1(OC(OC1)(C)C)C ((R)-4-formyl-2,2,4-trimethyl-1,3-dioxolan), [Cl-].COC1=C(C[P+](C2=CC=CC=C2)(C2=CC=CC=C2)C2=CC=CC=C2)C(=C(C(=C1C)C)OC)C (2,5-dimethoxy-3,4,6-trimethylbenzyl-triphenylphosphonium chloride), C([O-])([O-])=O.[K+].[K+] (potassium carbonate). The reagents and catalysts are C1COCCOCCOCCOCCOCCO1 (18-crown-6). The solvent is C(C)#N (acetonitrile). Product: COC1=C(C=C[C@@]2(OC(OC2)(C)C)C)C(=C(C(=C1C)C)OC)C ((S)-4-(2,5-dimethoxy-3,4,6-trimethyl-styryl)-2,2,4-trimethyl-1,3-dioxolan). Isolated yield 62.8%. As a reaction SMILES: [CH:1]([C@@:3]1([CH3:10])[CH2:7][O:6][C:5]([CH3:9])([CH3:8])[O:4]1)=O.[Cl-].[CH3:12][O:13][C:14]1[C:39]([CH3:40])=[C:38]([CH3:41])[C:37]([O:42][CH3:43])=[C:36]([CH3:44])[C:15]=1[CH2:16][P+](C1C=CC=CC=1)(C1C=CC=CC=1)C1C=CC=CC=1.C(=O)([O-])[O-].[K+].[K+]>C(#N)C.C1OCCOCCOCCOCCOCCOC1>[CH3:43][O:42][C:37]1[C:38]([CH3:41])=[C:39]([CH3:40])[C:14]([O:13][CH3:12])=[C:15]([CH3:16])[C:36]=1[CH:44]=[CH:1][C@@:3]1([CH3:10])[CH2:7][O:6][C:5]([CH3:8])([CH3:9])[O:4]1 |f:1.2,3.4.5|. Reported procedure: 1.84 g of (R)-4-formyl-2,2,4-trimethyl-1,3-dioxolan, 11.0 g of 2,5-dimethoxy-3,4,6-trimethylbenzyl-triphenylphosphonium chloride and 3.3 g of finely ground anhydrous potassium carbonate were heated at reflux for 30 hours in 25 ml of dry acetonitrile (dried over phosphorus pentoxide and distilled over potassium carbonate) in the presence of 55 mg of 18-crown-6 (1,4,7,10,13,16-Hexa-oxo-cyclooctadecane) the suspension being vigorously stirred. Thereupon, the brown suspension was chromatographed on ... The reactants are CC=1NC2=CC=C(C=C2C1)C(=O)OC (methyl 2-methyl-1H-indole-5-carboxylate), BrCC1=CC=C(C=C1)C=1C(=CC=CC1)C(=O)OC(C)(C)C (tert-butyl 4′-(bromomethyl)biphenyl-2-carboxylate). The product is C(C)(C)(C)OC(=O)C1=C(C=CC=C1)C1=CC=C(C=C1)CN1C(=CC2=CC(=CC=C12)C(=O)OC)C (Methyl 1-((2′-(tert-butoxycarbonyl)-[1,1′-biphenyl]-4-yl)methyl)-2-methyl-1H-indole-5-carboxylate). As a reaction SMILES: [CH3:1][C:2]1[NH:3][C:4]2[C:9]([CH:10]=1)=[CH:8][C:7]([C:11]([O:13][CH3:14])=[O:12])=[CH:6][CH:5]=2.Br[CH2:16][C:17]1[CH:22]=[CH:21][C:20]([C:23]2[C:24]([C:29]([O:31][C:32]([CH3:35])([CH3:34])[CH3:33])=[O:30])=[CH:25][CH:26]=[CH:27][CH:28]=2)=[CH:19][CH:18]=1>>[C:32]([O:31][C:29]([C:24]1[CH:25]=[CH:26][CH:27]=[CH:28][C:23]=1[C:20]1[CH:21]=[CH:22][C:17]([CH2:16][N:3]2[C:4]3[C:9](=[CH:8][C:7]([C:11]([O:13][CH3:14])=[O:12])=[CH:6][CH:5]=3)[CH:10]=[C:2]2[CH3:1])=[CH:18][CH:19]=1)=[O:30])([CH3:35])([CH3:34])[CH3:33]. Procedure details: The title compound was prepared following the same protocol as described in Step 2, Example 38, using the methyl 2-methyl-1H-indole-5-carboxylate instead of the methyl 1H-indole-5-carboxylate, and the tert-butyl 4′-(bromomethyl)biphenyl-2-carboxylate instead of the 1-bromo-4-(bromomethyl)benzene. ESI-MS (m/z): 456 [M+H]+. Starting materials: CC(=O)O[C@@H]1C[C@]2([C@@H](CC[C@@H]2O)C3=C1[C@@]4(C=5C(=COC5C3=O)C(=O)O[C@@H]4COC)C)C (17-hydroxywortmannin), C(C)N(CCNC)CC (N,N-Diethyl-N′-methyl-ethane-1,2-diamine). Procedure details: To a solution of 100 mg (0.23 mmol) 17-hydroxywortmannin in 2 mL CH2Cl2 is added N,N-Diethyl-N′-methyl-ethane-1,2-diamine (45 μL, 0.28 mmol). The reaction mixture is stirred at room temperature for 12 hours and then concentrated in vacuo. The residue is dissolved in EtOAc and precipitated with hexane. The precipitate is washed two times with hexane to give the product as a yellow solid. MS (ESI) m/z 561 (M+H). RXN SMILES: [CH3:1][C:2]([O:4][C@H:5]1[C:14]2[C@@:15]3([CH3:30])[C@@H:26]([CH2:27][O:28][CH3:29])[O:25][C:23](=[O:24])[C:17]4=[CH:18][O:19][C:20]([C:21](=[O:22])[C:13]=2[C@@H:8]2[CH2:9][CH2:10][C@H:11]([OH:12])[C@@:7]2([CH3:31])[CH2:6]1)=[C:16]34)=[O:3].[CH2:32]([N:34]([CH2:39][CH3:40])[CH2:35][CH2:36][NH:37][CH3:38])[CH3:33]>C(Cl)Cl>[CH2:32]([N:34]([CH2:39][CH3:40])[CH2:35][CH2:36][N:37]([CH:18]=[C:17]1[C:16]2[C:15]([CH3:30])([C:14]3[CH:5]([O:4][C:2](=[O:3])[CH3:1])[CH2:6][C:7]4([CH3:31])[CH:8]([C:13]=3[C:21](=[O:22])[C:20]=2[OH:19])[CH2:9][CH2:10][CH:11]4[OH:12])[CH:26]([CH2:27][O:28][CH3:29])[O:25][C:23]1=[O:24])[CH3:38])[CH3:33]. Yields the product C(C)N(CCN(C)C=C1C(OC(C2(C=3C(CC4(C(CCC4C3C(C(=C12)O)=O)O)C)OC(C)=O)C)COC)=O)CC (Acetic acid 4-{[(2-diethylamino-ethyl)-methyl-amino]-methylene}-6,17-dihydroxy-1-methoxymethyl-10,13-dimethyl-3,7-dioxo-1,3,4,7,10,11,12,13,14,15,16,17-dodecahydro-2-oxa-cyclopenta[a]phenanthren-11-yl ester). The solvent is C(Cl)Cl (CH2Cl2). Conditions: time 12 hour. The reactants are C1([N+](=O)[O-])=C(O)C([N+](=O)[O-])=CC([N+](=O)[O-])=C1O (styphnic acid), C([O-])([O-])=O.[Mg+2] (magnesium carbonate). Run in O (water). Conditions: temperature 45 celsius. Product: C1([N+](=O)[O-])=C([O-])C([N+](=O)[O-])=CC([N+](=O)[O-])=C1[O-].[Mg+2] (magnesium styphnate). Reaction SMILES: [C:1]1([C:16]([OH:17])=[C:12]([N+:13]([O-:15])=[O:14])[CH:11]=[C:7]([N+:8]([O-:10])=[O:9])[C:5]=1[OH:6])[N+:2]([O-:4])=[O:3].C(=O)([O-])[O-].[Mg+2:22]>O>[C:1]1([C:5]([O-:6])=[C:7]([N+:8]([O-:10])=[O:9])[CH:11]=[C:12]([N+:13]([O-:15])=[O:14])[C:16]=1[O-:17])[N+:2]([O-:4])=[O:3].[Mg+2:22] |f:1.2,4.5|. Reported procedure: A magnesium styphnate solution was prepared by the steps of adding 27.5 kg (dry weight) of styphnic acid to 70 liters of distilled water, warming the solution to 45°C, and then adding 11.3 Kg magnesium carbonate (heavy) in small quantities with stirring. The temperature was increased to 55°-60°C and stirring was continued until solution was complete. The solution was cooled, the volume adjusted to 110 liters, filtered and the pH was found to be above 7.2. An analysis of this solution showed that... Starting materials: Cl.N1CCC(=CC1)C1=CNC2=CC=C(C=C12)[N+](=O)[O-] (3-(1,2,3,6-tetrahydro-4-pyridinyl)-5-nitro-1H-indole hydrochloride), CN(C=O)C (dimethylformamide), C([O-])([O-])=O.[Na+].[Na+] (sodium carbonate), ClCC1CC1 (chloromethylcyclopropane). Solvent: O (water). Conditions: temperature 70 celsius, time 23 hour. The product is C1(CC1)CN1CCC(=CC1)C1=CNC2=CC=C(C=C12)[N+](=O)[O-] (3-(1-cyclopropylmethyl-1,2,3,6-tetrahydro-4-pyridinyl)-5-nitro-1H-indole). RXN SMILES: Cl.[NH:2]1[CH2:7][CH:6]=[C:5]([C:8]2[C:16]3[C:11](=[CH:12][CH:13]=[C:14]([N+:17]([O-:19])=[O:18])[CH:15]=3)[NH:10][CH:9]=2)[CH2:4][CH2:3]1.CN(C)C=O.C(=O)([O-])[O-].[Na+].[Na+].Cl[CH2:32][CH:33]1[CH2:35][CH2:34]1>O>[CH:33]1([CH2:32][N:2]2[CH2:3][CH:4]=[C:5]([C:8]3[C:16]4[C:11](=[CH:12][CH:13]=[C:14]([N+:17]([O-:19])=[O:18])[CH:15]=4)[NH:10][CH:9]=3)[CH2:6][CH2:7]2)[CH2:35][CH2:34]1 |f:0.1,3.4.5|. Reported procedure: A mixture of 11.88 g of 3-(1,2,3,6-tetrahydro-4-pyridinyl)-5-nitro-1H-indole hydrochloride, 148 ml of dimethylformamide, 12.72 g of sodium carbonate and 4.8 ml of chloromethylcyclopropane was stirred at 70° C. under an inert atmosphere for 23 hours and the mixture was cooled. 450 ml of distilled water were added to the mixture which was then stirred for one hour and was vacuum filtered. The recovered product was rinsed with water and dried to obtain 10.8 g of raw product. The latter was chromato... The reactants are CCc1ccc(NCc2ccc(N(C)C)cc2)cc1, CC(C)c1cccc(C(C)C)c1N=C=O. Product: CCc1ccc(N(Cc2ccc(N(C)C)cc2)C(=O)Nc2c(C(C)C)cccc2C(C)C)cc1. Reaction SMILES: [CH3:1][N:2]([c:3]1[cH:4][cH:5][c:6]([CH2:9][NH:10][c:11]2[cH:12][cH:13][c:14]([CH2:17][CH3:18])[cH:15][cH:16]2)[cH:7][cH:8]1)[CH3:19].[CH:20]([CH3:21])([CH3:22])[c:23]1[c:24]([N:32]=[C:33]=[O:34])[c:25]([CH:29]([CH3:30])[CH3:31])[cH:26][cH:27][cH:28]1>>[CH3:1][N:2]([c:3]1[cH:4][cH:5][c:6]([CH2:9][N:10]([c:11]2[cH:12][cH:13][c:14]([CH2:17][CH3:18])[cH:15][cH:16]2)[C:33]([NH:32][c:24]2[c:23]([CH:20]([CH3:21])[CH3:22])[cH:28][cH:27][cH:26][c:25]2[CH:29]([CH3:30])[CH3:31])=[O:34])[cH:7][cH:8]1)[CH3:19]. The reactants are ClC1=C(C=CC=C1)O (o-Chlorophenol), [H-].[Na+] (sodium hydride), C(C)(C)(C)OC(=O)N[C@@H]1[C@@H](CCCC1)NC1=NC(=C(C(=N1)Cl)C#N)NC1=CC(=CC=C1)C (2-[cis-2-(tert-butoxycarbonylamino)cyclohexylamino]-4-chloro-6-(3-methylanilino)pyrimidine-5-carbonitrile). The solvent is CN(C)C=O (DMF). Conditions: temperature 70 celsius, time 5 hour. The product is C(C)(C)(C)OC(=O)N[C@@H]1[C@@H](CCCC1)NC1=NC(=C(C(=N1)OC1=C(C=CC=C1)Cl)C#N)NC1=CC(=CC=C1)C (2-[cis-2-(tert-butoxycarbonylamino)cyclohexylamino]-4-(2-chlorophenoxy)-6-(3-methylanilino)pyrimidine-5-carbonitrile). As a reaction SMILES: [Cl:1][C:2]1[CH:7]=[CH:6][CH:5]=[CH:4][C:3]=1[OH:8].[H-].[Na+].[C:11]([O:15][C:16]([NH:18][C@H:19]1[CH2:24][CH2:23][CH2:22][CH2:21][C@H:20]1[NH:25][C:26]1[N:31]=[C:30](Cl)[C:29]([C:33]#[N:34])=[C:28]([NH:35][C:36]2[CH:41]=[CH:40][CH:39]=[C:38]([CH3:42])[CH:37]=2)[N:27]=1)=[O:17])([CH3:14])([CH3:13])[CH3:12]>CN(C=O)C>[C:11]([O:15][C:16]([NH:18][C@H:19]1[CH2:24][CH2:23][CH2:22][CH2:21][C@H:20]1[NH:25][C:26]1[N:31]=[C:30]([O:8][C:3]2[CH:4]=[CH:5][CH:6]=[CH:7][C:2]=2[Cl:1])[C:29]([C:33]#[N:34])=[C:28]([NH:35][C:36]2[CH:41]=[CH:40][CH:39]=[C:38]([CH3:42])[CH:37]=2)[N:27]=1)=[O:17])([CH3:14])([CH3:13])[CH3:12] |f:1.2|. Reported procedure: o-Chlorophenol and 60% sodium hydride were added to a mixture of 2-[cis-2-(tert-butoxycarbonylamino)cyclohexylamino]-4-chloro-6-(3-methylanilino)pyrimidine-5-carbonitrile and DMF, followed by stirring at room temperature for 30 minutes and at 70° C. for 5 hours. Thereafter, purification in the usual way afforded 2-[cis-2-(tert-butoxycarbonylamino)cyclohexylamino]-4-(2-chlorophenoxy)-6-(3-methylanilino)pyrimidine-5-carbonitrile (colorless solid).